Dataset: the Open Reaction Database (ORD), a public repository of structured organic reaction records. Task: describe an organic reaction: reactants, conditions, products, and yield Starting materials: FC1=CC=C(C=C1)C(CN1CCN(CC1)CCCCC1=CC=CC2=CC=CC=C12)C1(CCN(CC1)C)O (4-{1-(4-Fluorophenyl)-2-[4-(naphthalen-1-yl-butyl)piperazin-1-yl]ethyl}-1-methylpiperidin-4-ol), Cl.C(C)(=O)OCC (hydrogen chloride ethyl acetate). The solvent is CO (methanol). Product: Cl.Cl.Cl.FC1=CC=C(C=C1)C(CN1CCN(CC1)CCCCC1=CC=CC2=CC=CC=C12)C1N(CCC(C1)O)C ((1-(4-fluorophenyl)-2-[4-(naphthalen-1-yl-butyl)piperazin-1-yl]ethyl}-1-methylpiperidin-4-ol trihydrochloride). RXN SMILES: [F:1][C:2]1[CH:7]=[CH:6][C:5]([CH:8](C2(O)CCN(C)CC2)[CH2:9][N:10]2[CH2:15][CH2:14][N:13]([CH2:16][CH2:17][CH2:18][CH2:19][C:20]3[C:29]4[C:24](=[CH:25][CH:26]=[CH:27][CH:28]=4)[CH:23]=[CH:22][CH:21]=3)[CH2:12][CH2:11]2)=[CH:4][CH:3]=1.[ClH:38].C([O:42][CH2:43][CH3:44])(=O)C>CO>[ClH:38].[ClH:38].[ClH:38].[F:1][C:2]1[CH:7]=[CH:6][C:5]([CH:8]([CH:11]2[CH2:44][CH:43]([OH:42])[CH2:8][CH2:9][N:10]2[CH3:15])[CH2:9][N:10]2[CH2:11][CH2:12][N:13]([CH2:16][CH2:17][CH2:18][CH2:19][C:20]3[C:29]4[C:24](=[CH:25][CH:26]=[CH:27][CH:28]=4)[CH:23]=[CH:22][CH:21]=3)[CH2:14][CH2:15]2)=[CH:4][CH:3]=1 |f:1.2,4.5.6.7|. Procedure details: 33 mg of 4-{1-(4-Fluorophenyl)-2-[4-(naphthalen-1-yl-butyl)piperazin-1-yl]ethyl}-1-methylpiperidin-4-ol was dissolved in 4 ml of methanol, and 1 ml of 4M hydrogen chloride/ethyl acetate solution was added. The solution was concentrated under reduced pressure, and the resulting solid was washed with ethyl acetate to give 35 mg of 4-{(1-(4-fluorophenyl)-2-[4-(naphthalen-1-yl-butyl)piperazin-1-yl]ethyl}-1-methylpiperidin-4-ol trihydrochloride. Starting materials: FC(C=1C=C(C=CC1)N1CCN(CC1)CCCCCN1C(NC=2C(C1=O)=CSC2)=O)(F)F (3-[5-[4-(3-trifluoromethylphenyl)piperazin-1-yl]pentyl]thieno[3,4-d]pyrimidine-2,4-dione), CN(C)C=O (DMF). The product is FC(C=1C=C(C=CC1)N1CCN(CC1)CCCCCN1C(N(C=2C(C1=O)=CSC2)CCC(=O)OC)=O)(F)F (methyl 3-[3-[5-[4-(3-trifluoromethylphenyl)piperazin-1-yl]pentyl]-2,4-dioxothieno[3,4-d]pyrimidin-1-yl]propanoate). The yield is 41.0%. Reaction SMILES: [F:1][C:2]([F:32])([F:31])[C:3]1[CH:4]=[C:5]([N:9]2[CH2:14][CH2:13][N:12]([CH2:15][CH2:16][CH2:17][CH2:18][CH2:19][N:20]3[C:25](=[O:26])[C:24]4=[CH:27][S:28][CH:29]=[C:23]4[NH:22][C:21]3=[O:30])[CH2:11][CH2:10]2)[CH:6]=[CH:7][CH:8]=1.CN([CH:36]=[O:37])C>>[F:32][C:2]([F:1])([F:31])[C:3]1[CH:4]=[C:5]([N:9]2[CH2:10][CH2:11][N:12]([CH2:15][CH2:16][CH2:17][CH2:18][CH2:19][N:20]3[C:25](=[O:26])[C:24]4=[CH:27][S:28][CH:29]=[C:23]4[N:22]([CH2:23][CH2:24][C:25]([O:37][CH3:36])=[O:26])[C:21]3=[O:30])[CH2:13][CH2:14]2)[CH:6]=[CH:7][CH:8]=1. Procedure: The title compound was produced following the procedure of Example 1 using 12.0 g (26 mmol) of 3-[5-[4-(3-trifluoromethylphenyl)piperazin-1-yl]pentyl]thieno[3,4-d]pyrimidine-2,4-dione in DMF at 50° C. for 24 hours to produce methyl 3-[3-[5-[4-(3-trifluoromethylphenyl)piperazin-1-yl]pentyl]-2,4-dioxothieno[3,4-d]pyrimidin-1-yl]propanoate in 41% yield (5.78 g) after recrystallization from ether/hexane, mp 99.5°-101° C.